This data is from the Open Reaction Database (ORD), a public repository of structured organic reaction records. The task is: describe an organic reaction: reactants, conditions, products, and yield Starting materials: IC1=C(C(=NC=C1)OC)C=1NC(=CN1)C1=CC=CC=C1 (4-Iodo-2-methoxy-3-(5-phenyl-1H-imidazol-2-yl)-pyridine), IC1=C(C(=NC=C1)OC)C=1N(C(=CN1)C1=CC=CC=C1)O (2-(4-Iodo-2-methoxy-pyridin-3-yl)-5-phenyl-imidazol-1-ol). Yields the product C(C)C=1N=C(N(C1C1=CC=CC=C1)O)C=1C(=NC=CC1I)OC (4-Ethyl-2-(4-iodo-2-methoxy-pyridin-3-yl)-5-phenyl-imidazol-1-ol). Reaction SMILES: I[C:2]1C=CN=C(OC)[C:3]=1C1NC(C2C=CC=CC=2)=CN=1.[I:21][C:22]1[CH:27]=[CH:26][N:25]=[C:24]([O:28][CH3:29])[C:23]=1[C:30]1[N:31]([OH:41])[C:32]([C:35]2[CH:40]=[CH:39][CH:38]=[CH:37][CH:36]=2)=[CH:33][N:34]=1>>[CH2:2]([C:33]1[N:34]=[C:30]([C:23]2[C:24]([O:28][CH3:29])=[N:25][CH:26]=[CH:27][C:22]=2[I:21])[N:31]([OH:41])[C:32]=1[C:35]1[CH:40]=[CH:39][CH:38]=[CH:37][CH:36]=1)[CH3:3]. Reported procedure: 4-Iodo-2-methoxy-3-(5-phenyl-1H-imidazol-2-yl)-pyridine and 2-(4-iodo-2-methoxy-pyridin-3-yl)-5-phenyl-imidazol-1-ol: Isonitrosoacetophenone (0.030 g, 0.114 mmol) was reacted as described for the synthesis of 4-ethyl-2-(4-iodo-2-methoxy-pyridin-3-yl)-5-phenyl-imidazol-1-ol and gave 4-iodo-2-methoxy-3-(5-phenyl-1H-imidazol-2-yl)-pyridine (0.008 g, 19%) and 2-(4-iodo-2-methoxy-pyridin-3-yl)-5-phenyl-imidazol-1-ol (0.007 g, 16%). 4-Iodo-2-methoxy-3-(5-phenyl-1H-imidazol-2-yl)-pyridine: LCMS (+ESI, ... Reactants: COC(CCC1=C(C=C(C=C1)O)C)=O (3-(4-hydroxy-2-methyl-phenyl)-propionic acid methyl ester), BrC1=C(C=CC=C1)I (1-bromo-2-iodobenzene), C([O-])([O-])=O.[Cs+].[Cs+] (cesium carbonate), CC(C)(C(CC(C(C)(C)C)=O)=O)C (2,2,6,6-tetramethyl-3,5-heptanedione). Reagents/catalysts: [Cu]Cl (copper (I) chloride). Run in CN1C(CCC1)=O (1-methyl-2-pyrrolidinone). Reaction conditions: temperature 120 celsius. Product: COC(CCC1=C(C=C(C=C1)OC1=C(C=CC=C1)Br)C)=O (3-[4-(2-Bromo-phenoxy)-2-methyl-phenyl]-propionic acid methyl ester). The yield is 30.3%. Reaction SMILES: [CH3:1][O:2][C:3](=[O:14])[CH2:4][CH2:5][C:6]1[CH:11]=[CH:10][C:9]([OH:12])=[CH:8][C:7]=1[CH3:13].[Br:15][C:16]1[CH:21]=[CH:20][CH:19]=[CH:18][C:17]=1I.C(=O)([O-])[O-].[Cs+].[Cs+].CC(C)(C(=O)CC(=O)C(C)(C)C)C>CN1CCCC1=O.[Cu]Cl>[CH3:1][O:2][C:3](=[O:14])[CH2:4][CH2:5][C:6]1[CH:11]=[CH:10][C:9]([O:12][C:17]2[CH:18]=[CH:19][CH:20]=[CH:21][C:16]=2[Br:15])=[CH:8][C:7]=1[CH3:13] |f:2.3.4|. Procedure: A mixture of 3-(4-hydroxy-2-methyl-phenyl)-propionic acid methyl ester (2.0 g, 10.3 mmol), 1-bromo-2-iodobenzene (8.74 g, 30.9 mmol), cesium carbonate (4.03 g, 12.4 mmol), copper (I) chloride (0.51 g, 5.15 mmol) and 2,2,6,6-tetramethyl-3,5-heptanedione (0.47 g, 2.55 mmol) in 1-methyl-2-pyrrolidinone (20 mL) is heated to 120° C. for 10 hours under N2. The reaction is cooled and quenched with 1 N HCl. The mixture is then diluted with Et2O and extracted with water. The organic layer is dried (Na2SO... Reactants: ClC=1C=C(OC2CCN(CC2)C[C@@H](CNC)O)C=CC1Cl ((2R)-1-[4-(3,4-dichlorophenoxy)piperidin-1-yl]-3-(methylamino)propan-2-ol), O=C1SC(=C(N1)C(F)(F)F)C(=O)O (2-oxo-4-(trifluoromethyl)-2,3-dihydro-1,3-thiazole-5-carboxylic acid). Yields the product ClC=1C=C(OC2CCN(CC2)C[C@@H](CN(C(=O)C2=C(NC(S2)=O)C(F)(F)F)C)O)C=CC1Cl (N-{(2S)-3-[4-(3,4-Dichlorophenoxy)piperidin-1-yl]-2-hydroxypropyl}-N-methyl-2-oxo-4-(trifluoromethyl)-2,3-dihydro-1,3-thiazole-5-carboxamide). The yield is 35.7%. As a reaction SMILES: [Cl:1][C:2]1[CH:3]=[C:4]([CH:18]=[CH:19][C:20]=1[Cl:21])[O:5][CH:6]1[CH2:11][CH2:10][N:9]([CH2:12][C@H:13]([OH:17])[CH2:14][NH:15][CH3:16])[CH2:8][CH2:7]1.[O:22]=[C:23]1[NH:27][C:26]([C:28]([F:31])([F:30])[F:29])=[C:25]([C:32]([OH:34])=O)[S:24]1>>[Cl:1][C:2]1[CH:3]=[C:4]([CH:18]=[CH:19][C:20]=1[Cl:21])[O:5][CH:6]1[CH2:7][CH2:8][N:9]([CH2:12][C@H:13]([OH:17])[CH2:14][N:15]([CH3:16])[C:32]([C:25]2[S:24][C:23](=[O:22])[NH:27][C:26]=2[C:28]([F:29])([F:30])[F:31])=[O:34])[CH2:10][CH2:11]1. Procedure: Prepared as Example 1 using (2R)-1-[4-(3,4-dichlorophenoxy)piperidin-1-yl]-3-(methylamino)propan-2-ol (150mg, 0.45 mmol) and 2-oxo-4-(trifluoromethyl)-2,3-dihydro-1,3-thiazole-5-carboxylic acid (0.096 g) to yield the title compound as a colourless solid (0.085 g).